This data is from the Open Reaction Database (ORD), a public repository of structured organic reaction records. The task is: describe an organic reaction: reactants, conditions, products, and yield Procedure details: To a solution of 8-(N-benzyl-N-tert-butoxycarbonylamino)-6,7,8,9-tetrahydro-5H-benzocycloheptene-2-carboxylic acid methyl ester (10.07 g) in dichloromethane (100 ml) was added trifluoroacetic acid (9.47 ml), and the mixture was stirred at room temperature overnight. The mixture was evaporated in vacuo and partitioned between ethyl acetate and an aqueous sodium bicarbonate solution. The organic layer was separated, washed with water and brine, dried over magnesium sulfate and evaporated in vacuo.... Yield: 102.3%. Solvent: ClCCl (dichloromethane). Starting materials: COC(=O)C=1C=CC2=C(CC(CCC2)N(C(=O)OC(C)(C)C)CC2=CC=CC=C2)C1 (8-(N-benzyl-N-tert-butoxycarbonylamino)-6,7,8,9-tetrahydro-5H-benzocycloheptene-2-carboxylic acid methyl ester), FC(C(=O)O)(F)F (trifluoroacetic acid). Product: COC(=O)C=1C=CC2=C(CC(CCC2)NCC2=CC=CC=C2)C1 (8-benzylamino-6,7,8,9-tetrahydro-5H-benzocycloheptene-2-carboxylic acid methyl ester). As a reaction SMILES: [CH3:1][O:2][C:3]([C:5]1[CH:6]=[CH:7][C:8]2[CH2:14][CH2:13][CH2:12][CH:11]([N:15]([CH2:23][C:24]3[CH:29]=[CH:28][CH:27]=[CH:26][CH:25]=3)C(OC(C)(C)C)=O)[CH2:10][C:9]=2[CH:30]=1)=[O:4].FC(F)(F)C(O)=O>ClCCl>[CH3:1][O:2][C:3]([C:5]1[CH:6]=[CH:7][C:8]2[CH2:14][CH2:13][CH2:12][CH:11]([NH:15][CH2:23][C:24]3[CH:25]=[CH:26][CH:27]=[CH:28][CH:29]=3)[CH2:10][C:9]=2[CH:30]=1)=[O:4]. Reaction conditions: time 8 hour. Starting materials: CCOC(=O)CCSc1nnnn1C, CC(=O)O, Cl, O. Product: Cn1nnnc1SCCC(=O)O. RXN SMILES: [CH2:1]([CH3:2])[O:3][C:4]([CH2:5][CH2:6][S:7][c:8]1[n:9][n:10][n:11][n:12]1[CH3:13])=[O:14].[CH3:17][C:18](=[O:19])[OH:20].[ClH:15].[OH2:16]>>[O:3]=[C:4]([CH2:5][CH2:6][S:7][c:8]1[n:9][n:10][n:11][n:12]1[CH3:13])[OH:14]. The reactants are C1COCCO1, COC(=O)c1cc(CNC(=O)C(C)(C)C)ccc1Cl, Cl, [Li+], [OH-], O. The product is CC(C)(C)C(=O)NCc1ccc(Cl)c(C(=O)O)c1. Reaction SMILES: [CH2:20]1[O:21][CH2:22][CH2:23][O:24][CH2:25]1.[Cl:1][c:2]1[c:3]([C:4](=[O:5])[O:6][CH3:7])[cH:8][c:9]([CH2:12][NH:13][C:14]([C:15]([CH3:16])([CH3:17])[CH3:18])=[O:19])[cH:10][cH:11]1.[ClH:28].[Li+:26].[OH-:27].[OH2:29]>>[Cl:1][c:2]1[c:3]([C:4](=[O:5])[OH:6])[cH:8][c:9]([CH2:12][NH:13][C:14]([C:15]([CH3:16])([CH3:17])[CH3:18])=[O:19])[cH:10][cH:11]1. Starting materials: FC1(CC(CCC1)C1=C(C=C(C=C1)OCOC)OCOC)F ((±)-1-(3,3-difluorocyclohexyl)-2,4-bis(methoxymethoxy)benzene), resin. The solvent is CO (methanol). The product is FC1(CC(CCC1)C1=C(C=C(C=C1)O)O)F ((±)-4-(3,3-Difluorocyclohexyl)-1,3-benzenediol). Yield: 23.1%. Reaction SMILES: [F:1][C:2]1([F:22])[CH2:7][CH2:6][CH2:5][CH:4]([C:8]2[CH:13]=[CH:12][C:11]([O:14]COC)=[CH:10][C:9]=2[O:18]COC)[CH2:3]1>CO>[F:1][C:2]1([F:22])[CH2:7][CH2:6][CH2:5][CH:4]([C:8]2[CH:13]=[CH:12][C:11]([OH:14])=[CH:10][C:9]=2[OH:18])[CH2:3]1. Procedure details: A mixture of (±)-1-(3,3-difluorocyclohexyl)-2,4-bis(methoxymethoxy)benzene (30 mg), methanol (2 ml) and acidic ion exchange resin (200 mg) was heated under reflux for 4 h. The reaction mixture was filtered and the resin was washed with methanol. The combined filtrate and washings were evaporated in vacuo and the crude residue was purified by preparative HPLC to give the title compound as a solid (5 mg, 23%). δH (CD3OD) 1.2-2.2 (8H, m), 3.08 (1H, m), 6.23-6.27 (2H, m), 6.87 (1H, d); m/z (ES−) 287...